describe an organic reaction: reactants, conditions, products, and yield From a dataset of the Open Reaction Database (ORD), a public repository of structured organic reaction records. Reactants: C(CCCCC)C(CC1=CSC=C1)CCCCCCCC (3-(2-hexyldecyl)thiophene), C(O)([O-])=O.[Na+] (sodium hydrogen carbonate), C1CC(=O)N(C1=O)Br (NBS). Run in C1CCOC1 (THF). Run at temperature 0 celsius, time 8 hour. The product is BrC=1SC=CC1CC(CCCCCCCC)CCCCCC (2-bromo-3-(2-hexyldecyl)thiophene), oil. The yield is 99.0%. Reaction SMILES: [CH2:1]([CH:7]([CH2:14][CH2:15][CH2:16][CH2:17][CH2:18][CH2:19][CH2:20][CH3:21])[CH2:8][C:9]1[CH:13]=[CH:12][S:11][CH:10]=1)[CH2:2][CH2:3][CH2:4][CH2:5][CH3:6].C1C(=O)N([Br:29])C(=O)C1.C(=O)([O-])O.[Na+]>C1COCC1>[Br:29][C:10]1[S:11][CH:12]=[CH:13][C:9]=1[CH2:8][CH:7]([CH2:1][CH2:2][CH2:3][CH2:4][CH2:5][CH3:6])[CH2:14][CH2:15][CH2:16][CH2:17][CH2:18][CH2:19][CH2:20][CH3:21] |f:2.3|. Procedure details: Under a nitrogen atmosphere, 3-(2-hexyldecyl)thiophene (10 g, 32.4 mmol) and THF (100 ml) were added and then cooled to 0° C. NBS (5.75 g, 32.4 mmol) was slowly added, and the temperature was increased to room temperature. The mixture was then stirred overnight. Then, a saturated sodium hydrogen carbonate aqueous solution (50 ml) was added to the reaction solution, followed by extraction with hexane, and an organic layer was washed with a saturated saline solution and water. The organic layer wa...